From a dataset of the Open Reaction Database (ORD), a public repository of structured organic reaction records. describe an organic reaction: reactants, conditions, products, and yield Starting materials: ClC1=CC(=C(C=N1)N)C(C1=CC=CC=C1)NC (6-Chloro-4-(methylamino-phenyl-methyl)-pyridin-3-ylamine), C(=O)(N1C=NC=C1)N1C=NC=C1 (1,1′-carbonyl-diimidazole), O (water). Run in C1CCOC1 (THF). Product: ClC1=CC2=C(NC(N(C2C2=CC=CC=C2)C)=O)C=N1 (6-Chloro-3-methyl-4-phenyl-3,4-dihydro-1H-pyrido[3,4-d]pyrimidin-2-one). Reaction SMILES: [Cl:1][C:2]1[N:7]=[CH:6][C:5]([NH2:8])=[C:4]([CH:9]([NH:16][CH3:17])[C:10]2[CH:15]=[CH:14][CH:13]=[CH:12][CH:11]=2)[CH:3]=1.[C:18](N1C=CN=C1)(N1C=CN=C1)=O.[OH2:30]>C1COCC1>[Cl:1][C:2]1[N:7]=[CH:6][C:5]2[NH:8][C:17](=[O:30])[N:16]([CH3:18])[CH:9]([C:10]3[CH:15]=[CH:14][CH:13]=[CH:12][CH:11]=3)[C:4]=2[CH:3]=1. Procedure details: 6-Chloro-4-(methylamino-phenyl-methyl)-pyridin-3-ylamine (100 mg, 0.323 mmol) and 1,1′-carbonyl-diimidazole (100 mg, 0.586 mmol) are stirred in THF (5 mL) at room temperature for 1.5 hours. The reaction mixture is added to water and the aqueous phase extracted with dichloromethane. The organic phase is dried over magnesium sulfate. The solvent is removed in vacuo and the residue purified by column chromatography on silica gel using a dichloromethane/methanol gradient. The product fractions are e...